The task is: describe an organic reaction: reactants, conditions, products, and yield. This data is from the Open Reaction Database (ORD), a public repository of structured organic reaction records. Reactants: C1(CCCCC1)C1N(C(CNC1)=O)C1=C(SC(=C1)C1=CC=CC=C1)C(=O)O (3-(2-cyclohexyl-6-oxo-piperazin-1-yl)-5-phenyl-thiophene-2-carboxylic acid), ClC1=CC=C(C=N1)S(=O)(=O)Cl (6-chloro-pyridine-3-sulfonyl chloride), Cl (HCl), [OH-].[Na+] (NaOH). Run in CC#N (MeCN), CCOC(=O)C (EtOAc). Conditions: time 10 minute. Yields the product ClC1=CC=C(C=N1)S(=O)(=O)N1C[C@H](N(C(C1)=O)C1=C(SC(=C1)C1=CC=CC=C1)C(=O)O)C1CCCCC1 (3-[(R)-4-(6-Chloro-pyridine-3-sulfonyl)-2-cyclohexyl-6-oxo-piperazin-1-yl]-5-phenyl-thiophene-2-carboxylic acid). Yield: 94.0%. RXN SMILES: [CH:1]1([CH:7]2[CH2:12][NH:11][CH2:10][C:9](=[O:13])[N:8]2[C:14]2[CH:18]=[C:17]([C:19]3[CH:24]=[CH:23][CH:22]=[CH:21][CH:20]=3)[S:16][C:15]=2[C:25]([OH:27])=[O:26])[CH2:6][CH2:5][CH2:4][CH2:3][CH2:2]1.[Cl:28][C:29]1[N:34]=[CH:33][C:32]([S:35](Cl)(=[O:37])=[O:36])=[CH:31][CH:30]=1.[OH-].[Na+].Cl>CC#N.CCOC(C)=O>[Cl:28][C:29]1[N:34]=[CH:33][C:32]([S:35]([N:11]2[CH2:10][C:9](=[O:13])[N:8]([C:14]3[CH:18]=[C:17]([C:19]4[CH:20]=[CH:21][CH:22]=[CH:23][CH:24]=4)[S:16][C:15]=3[C:25]([OH:27])=[O:26])[C@H:7]([CH:1]3[CH2:2][CH2:3][CH2:4][CH2:5][CH2:6]3)[CH2:12]2)(=[O:37])=[O:36])=[CH:31][CH:30]=1 |f:2.3|. Procedure: To a solution of 3-(2-cyclohexyl-6-oxo-piperazin-1-yl)-5-phenyl-thiophene-2-carboxylic acid (0.80 g, 1.90 mmol, 1.0 equiv) in MeCN (20 mL) at room temperature, was added 6-chloro-pyridine-3-sulfonyl chloride (1.10 g, 5.20 mmol, 2.7 equiv) and followed by NaOH (6.94 mL, 1.5 N solution, 10.4 mmol, 5.5 equiv) dropwise. The mixture was stirred at room temperature for 10 minutes. The mixture was acidified with 3 N HCl (2.5 mL), and then diluted with EtOAc (50 mL). The mixture was washed water (25 mL)... Reactants: Brc1ccc2c(c1)CN(Cc1ccccc1)C2, CC1CC(=O)CC(C)O1. The product is CC1CC(O)(c2ccc3c(c2)CN(Cc2ccccc2)C3)CC(C)O1. Reaction SMILES: [CH2:1]([c:2]1[cH:3][cH:4][cH:5][cH:6][cH:7]1)[N:8]1[CH2:9][c:10]2[cH:11][cH:12][c:13]([Br:17])[cH:14][c:15]2[CH2:16]1.[CH3:18][CH:19]1[O:20][CH:21]([CH3:26])[CH2:22][C:23](=[O:25])[CH2:24]1>>[CH2:1]([c:2]1[cH:3][cH:4][cH:5][cH:6][cH:7]1)[N:8]1[CH2:9][c:10]2[cH:11][cH:12][c:13]([C:23]3([OH:25])[CH2:22][CH:21]([CH3:26])[O:20][CH:19]([CH3:18])[CH2:24]3)[cH:14][c:15]2[CH2:16]1. Reactants: FC1=CC=CC(=C1C(=O)OCCOC)S(=O)(=O)N=C=O (β-methoxyethyl 6-fluoro-2-isocyanatosulfonylbenzoate), NC1=NC(=NC(=N1)OC)OC (2-amino-4,6-dimethoxy-1,3,5-triazine). Run in C(Cl)Cl (methylene chloride), CN(C)C=O (DMF). Conditions: temperature 25 celsius, time 14 hour. Product: FC1=CC=CC(=C1C(=O)OCCOC)S(=O)(=O)NC(=O)NC1=NC(=NC(=N1)OC)OC (β-Methoxyethyl 6-fluoro-2-[[(4,6-dimethoxy-1,3,5-triazin-2-yl)aminocarbonyl]aminosulfonyl]benzoate). RXN SMILES: [F:1][C:2]1[C:7]([C:8]([O:10][CH2:11][CH2:12][O:13][CH3:14])=[O:9])=[C:6]([S:15]([N:18]=[C:19]=[O:20])(=[O:17])=[O:16])[CH:5]=[CH:4][CH:3]=1.[NH2:21][C:22]1[N:27]=[C:26]([O:28][CH3:29])[N:25]=[C:24]([O:30][CH3:31])[N:23]=1>C(Cl)Cl.CN(C=O)C>[F:1][C:2]1[C:7]([C:8]([O:10][CH2:11][CH2:12][O:13][CH3:14])=[O:9])=[C:6]([S:15]([NH:18][C:19]([NH:21][C:22]2[N:27]=[C:26]([O:28][CH3:29])[N:25]=[C:24]([O:30][CH3:31])[N:23]=2)=[O:20])(=[O:16])=[O:17])[CH:5]=[CH:4][CH:3]=1. Procedure: 7.1 g of β-methoxyethyl 6-fluoro-2-isocyanatosulfonylbenzoate in 20 ml of methylene chloride were added over 10 minutes at 25° C. to a stirred mixture of 4 g of 2-amino-4,6-dimethoxy-1,3,5-triazine in 40 ml of DMF under nitrogen; the temperature rose to 32° C. After the mixture had been stirred for 14 hours at 25° C., the solvent was removed under reduced pressure and the residue was stirred with ether and twice with 3N HCL. It was then taken up in acetone, insoluble mater was separated off and ... Reported procedure: To a mixture of NaH (0.48 g, 12 mmol, 60% mineral oil, Aldrich) in 15 mL of DMF was added a solution of (S)-5-((tetrahydro-2H-pyran-2-yloxy)methyl)pyrrolidin-2-one (2 g, 10 mmol) in 5 mL of DMF via a syringe at −40° C. The reaction was stirred at −40° C. for 1 hr. CH3I (0.9 mL, 12 mmol, Shanghai Jingchun Reagent Ltd.) was added dropwise via a syringe. The reaction was continued to stir at −40° C. for 4 hrs, and was quenched with 10 mL of saturated NaHSO3 aqueous solution. The mixture was extract... Run at temperature -40 celsius, time 1 hour. Starting materials: O1C(CCCC1)OC[C@@H]1CCC(N1)=O ((S)-5-((tetrahydro-2H-pyran-2-yloxy)methyl)pyrrolidin-2-one), [H-].[Na+] (NaH), CI (CH3I). As a reaction SMILES: [H-].[Na+].[O:3]1[CH2:8][CH2:7][CH2:6][CH2:5][CH:4]1[O:9][CH2:10][C@H:11]1[NH:15][C:14](=[O:16])[CH2:13][CH2:12]1.[CH3:17]I>CN(C=O)C>[CH3:17][N:15]1[C@H:11]([CH2:10][O:9][CH:4]2[CH2:5][CH2:6][CH2:7][CH2:8][O:3]2)[CH2:12][CH2:13][C:14]1=[O:16] |f:0.1|. Isolated yield 92.8%. Yields the product CN1C(CC[C@H]1COC1OCCCC1)=O ((S)-1-methyl-5-((tetrahydro-2H-pyran-2-yloxy)methyl)pyrrolidin-2-one). The solvent is CN(C)C=O (DMF), CN(C)C=O (DMF). Starting materials: product, ice water, ClC1=NC(=CC=C1[N+](=O)[O-])OC (2-chloro-3-nitro-6-methoxypyridine), NCC(CO)O (racemic 3-aminopropane-1,2-diol). The solvent is C(C)O (ethanol). Yields the product COC1=CC=C(C(=N1)NCC(CO)O)[N+](=O)[O-] (3-(6-methoxy-3-nitro-2-pyridylamino)propane-1,2-diol). The yield is 43.0%. Reaction SMILES: Cl[C:2]1[C:7]([N+:8]([O-:10])=[O:9])=[CH:6][CH:5]=[C:4]([O:11][CH3:12])[N:3]=1.[NH2:13][CH2:14][CH:15]([OH:18])[CH2:16][OH:17]>C(O)C>[CH3:12][O:11][C:4]1[N:3]=[C:2]([NH:13][CH2:14][CH:15]([OH:18])[CH2:16][OH:17])[C:7]([N+:8]([O-:10])=[O:9])=[CH:6][CH:5]=1. Procedure: 4 g (0.0212 mol) of the product 2-chloro-3-nitro-6-methoxypyridine, 50 ml of ethanol and 3.9 g (0.0424 mol) of racemic 3-aminopropane-1,2-diol are placed in a fully equipped round-bottomed flask. The mixture is refluxed for 2 hours with stirring and is then poured onto an ice/water mixture with stirring. The precipitate formed is filtered off by suction and dried under vacuum to constant weight. 2.19 g of yellow powder are obtained, ie a yield of 43%. Reactants: compound, C(C)(=O)NC1CC2=C(C=CC(=C2CC1)NC(C)=O)OC (2.5-Diacetylamino-8-methoxytetraline), CC(=O)C (acetone), aqueous solution, S(=O)(=O)([O-])[O-].[Mg+2] (magnesium sulfate), [Mn](=O)(=O)(=O)[O-].[K+] (potassium permanganate). Run in O (water). Run at time 1.5 hour. Yields the product C(C)(=O)NC1CC(C2=C(C=CC(=C2C1)OC)NC(C)=O)=O (3,8-Diacetylamino-5-methoxy-1-tetralone). As a reaction SMILES: [C:1]([NH:4][CH:5]1[CH2:14][CH2:13][C:12]2[C:7](=[C:8]([O:19][CH3:20])[CH:9]=[CH:10][C:11]=2[NH:15][C:16](=[O:18])[CH3:17])[CH2:6]1)(=[O:3])[CH3:2].CC(C)=[O:23].S([O-])([O-])(=O)=O.[Mg+2].[Mn]([O-])(=O)(=O)=O.[K+]>O>[C:1]([NH:4][CH:5]1[CH2:6][C:7]2[C:12](=[C:11]([NH:15][C:16](=[O:18])[CH3:17])[CH:10]=[CH:9][C:8]=2[O:19][CH3:20])[C:13](=[O:23])[CH2:14]1)(=[O:3])[CH3:2] |f:2.3,4.5|. Reported procedure: 190 mg of the compound prepared in (3) above was suspended into a mixture of 16 ml of acetone and 4 ml of 15% aqueous solution of magnesium sulfate, and to the solution was added 543 mg of potassium permanganate, followed by stirring for 1.5 hours at room temperature. Afrer the addition of 150 ml of water, the reaction mixture was extracted withe chloroform. The extract was waxhed with saturated brine and dried over magnesium sulfate. After removal of the solvent, the residue was ctystallized in... Starting materials: ONC(C1=CC(=CC=C1)S(N)(=O)=O)=N (N-hydroxy-3-sulfamoyl-benzamidine), ClC=1C=C(C=CC1Cl)C1=NC(=NC(=C1)C(F)(F)F)C(=O)O (4-(3,4-dichloro-phenyl)-6-trifluoromethyl-pyrimidine-2-carboxylic acid). Yields the product ClC=1C=C(C=CC1Cl)C1=NC(=NC(=C1)C(F)(F)F)C1=NC(=NO1)C=1C=C(C=CC1)S(=O)(=O)N (3-{5-[4-(3,4-Dichloro-phenyl)-6-trifluoromethyl-pyrimidin-2-yl]-[1,2,4]oxadiazol-3-yl}-benzenesulfonamide), solid. Isolated yield 21.0%. Reaction SMILES: [OH:1][NH:2][C:3](=[NH:14])[C:4]1[CH:9]=[CH:8][CH:7]=[C:6]([S:10](=[O:13])(=[O:12])[NH2:11])[CH:5]=1.[Cl:15][C:16]1[CH:17]=[C:18]([C:23]2[CH:28]=[C:27]([C:29]([F:32])([F:31])[F:30])[N:26]=[C:25]([C:33](O)=O)[N:24]=2)[CH:19]=[CH:20][C:21]=1[Cl:22]>>[Cl:15][C:16]1[CH:17]=[C:18]([C:23]2[CH:28]=[C:27]([C:29]([F:32])([F:30])[F:31])[N:26]=[C:25]([C:33]3[O:1][N:2]=[C:3]([C:4]4[CH:5]=[C:6]([S:10]([NH2:11])(=[O:12])=[O:13])[CH:7]=[CH:8][CH:9]=4)[N:14]=3)[N:24]=2)[CH:19]=[CH:20][C:21]=1[Cl:22]. Procedure: The title compound was prepared from N-hydroxy-3-sulfamoyl-benzamidine [CAS-No. 9000-88-7] (0.16 g, 0.74 mmol) and 4-(3,4-dichloro-phenyl)-6-trifluoromethyl-pyrimidine-2-carboxylic acid (example D.6) (0.17 g, 0.50 mmol) according to the general procedure V. Obtained as a light yellow solid (0.055 g, 21%). MS (ISP) 516.1 [(M+H)+]; mp 258° C. The reactants are CC1=C(C(=O)C2=C(C1=O)N3C[C@H]4[C@@H]([C@@]3([C@@H]2COC(=O)N)OC)N4)OC (mitomycin A), C(C)(=O)[O-].[Na+] (sodium acetate), Cl.ClCCN (2-chloroethylamine hydrochloride). The solvent is CO (methanol), CO (methanol), CO (methanol). Conditions: time 24 hour. The product is C(N)(O)=O.OCC1C2(N(C=3C(C(=C(C(C13)=O)NCCCl)C)=O)CC1C2N1)OC (1,1a,2,8,8a,8b-Hexahydro-8-(hydroxymethyl)-8a-methoxy-5-methyl-6-(2-chloroethylamino)-azirino[2',3':3,4]pyrrolo-[1,2-a]indole-4,7-dione carbamate). The yield is 30.0%. As a reaction SMILES: [CH3:1][C:2]1[C:8](=[O:9])[C:7]2[N:10]3[C@@:14]([O:21][CH3:22])([C@H:15]([CH2:16][O:17][C:18]([NH2:20])=[O:19])[C:6]=2[C:4](=[O:5])[C:3]=1OC)[C@H:13]1[NH:23][C@H:12]1[CH2:11]3.C([O-])(=O)C.[Na+].Cl.[Cl:32][CH2:33][CH2:34][NH2:35]>CO>[C:18](=[O:17])([OH:19])[NH2:20].[OH:17][CH2:16][CH:15]1[C:6]2[C:4](=[O:5])[C:3]([NH:35][CH2:34][CH2:33][Cl:32])=[C:2]([CH3:1])[C:8](=[O:9])[C:7]=2[N:10]2[CH2:11][CH:12]3[NH:23][CH:13]3[C:14]12[O:21][CH3:22] |f:1.2,3.4,6.7|. Procedure details: To a solution of 100 g mitomycin A (0.286 mmol) in 10 ml. of anhydrous methanol, a solution of 82 mg sodium acetate (1 mmol) in 2.5 ml. of methanol and a solution of 116 mg 2-chloroethylamine hydrochloride (1 mmol) in 2.5 ml. of methanol were added alternatively with constant stirring, over a period of ten minutes. The stirred reaction mixture was periodically checked by TLC and the reaction appeared to be complete in 24 hours. The insoluble sodium chloride was removed by filtration and the solv... Reactants: ClC1=CC=C(C=C1)C1=NC=2C(=NC=CC2)N1CC(=O)O (2-(4-chlorophenyl)-3H-imidazo[4,5-b]pyridine-3-acetic acid), C(=O)(N1C=NC=C1)N1C=NC=C1 (1,1'-carbonyldiimidazole), C1(CCCC1)N (Cyclopentylamine). The solvent is O1CCCC1 (tetrahydrofuran). Reaction conditions: time 3 hour. Product: ClC1=CC=C(C=C1)C1=NC=2C(=NC=CC2)N1CC(=O)NC1CCCC1 (2-(4-Chlorophenyl)-N-cyclopentyl-3H-imidazo[4,5-b]pyridine-3-acetamide). The yield is 73.9%. RXN SMILES: [Cl:1][C:2]1[CH:7]=[CH:6][C:5]([C:8]2[N:16]([CH2:17][C:18]([OH:20])=O)[C:11]3=[N:12][CH:13]=[CH:14][CH:15]=[C:10]3[N:9]=2)=[CH:4][CH:3]=1.C(N1C=CN=C1)(N1C=CN=C1)=O.[CH:33]1([NH2:38])[CH2:37][CH2:36][CH2:35][CH2:34]1>O1CCCC1>[Cl:1][C:2]1[CH:3]=[CH:4][C:5]([C:8]2[N:16]([CH2:17][C:18]([NH:38][CH:33]3[CH2:37][CH2:36][CH2:35][CH2:34]3)=[O:20])[C:11]3=[N:12][CH:13]=[CH:14][CH:15]=[C:10]3[N:9]=2)=[CH:6][CH:7]=1. Reported procedure: Under nitrogen bubbling, a mixture of 2-(4-chlorophenyl)-3H-imidazo[4,5-b]pyridine-3-acetic acid (4.0 g, 0.014 mole) and 1,1'-carbonyldiimidazole (2.27 g, 0.014 mole) in 150 ml of tetrahydrofuran was stirred at room temperature for 3 hours. Cyclopentylamine (2.38 g, 0.028 mole) was added and the reaction mixture was allowed to stir at room temperature overnight. The tetrahydrofuran was evaporated to dryness and the residue was treated with water. The solid was collected by filtration, washed wit... Starting materials: OC1=CC=CN2C1=NC=C(C2=O)C(=O)OCC (9-hydroxy-4-oxo-4H-pyrido[1,2-α]pyrimidine-3-carboxylic acid, ethyl ester), BrC1=C(CBr)C=CC(=C1)Cl (2-bromo-4-chlorobenzyl bromide), C([O-])([O-])=O.[K+].[K+] (potassium carbonate). Run in CC(=O)CC (ethyl methyl ketone). The product is BrC1=C(COC2=CC=CN3C2=NC=C(C3=O)C(=O)OCC)C=CC(=C1)Cl (9-[(2-Bromo-4-chlorobenzyl)oxy]-4-oxo-4H-pyrido [1,2-α]pyrimidine-3-carboxylic Acid, Ethyl Ester). Isolated yield 108.2%. RXN SMILES: [OH:1][C:2]1[C:7]2=[N:8][CH:9]=[C:10]([C:13]([O:15][CH2:16][CH3:17])=[O:14])[C:11](=[O:12])[N:6]2[CH:5]=[CH:4][CH:3]=1.[Br:18][C:19]1[CH:26]=[C:25]([Cl:27])[CH:24]=[CH:23][C:20]=1[CH2:21]Br.C(=O)([O-])[O-].[K+].[K+]>CC(CC)=O>[Br:18][C:19]1[CH:26]=[C:25]([Cl:27])[CH:24]=[CH:23][C:20]=1[CH2:21][O:1][C:2]1[C:7]2=[N:8][CH:9]=[C:10]([C:13]([O:15][CH2:16][CH3:17])=[O:14])[C:11](=[O:12])[N:6]2[CH:5]=[CH:4][CH:3]=1 |f:2.3.4|. Procedure: To 4.7 g of 9-hydroxy-4-oxo-4H-pyrido[1,2-α]pyrimidine-3-carboxylic acid, ethyl ester, 7.2 g of 2-bromo-4-chlorobenzyl bromide and 200 ml of ethyl methyl ketone is added 3.3 g of anhydrous potassium carbonate. The mixture is stirred and heated under reflux for 18 hours, cooled and filtered. The filtrate is concentrated in vacuo to give 9.5 g of a viscous gum. This is dissolved in 100 ml of chloroform and the chloroform solution is washed with 60 ml of 5% aqueous potassium hydroxide. The chlorofo...